This data is from the Open Reaction Database (ORD), a public repository of structured organic reaction records. The task is: describe an organic reaction: reactants, conditions, products, and yield The reactants are C(C)(C)(C)OC(COC1=CC(=CC=C1)CN(CC1=CC=C(C=C1)C=1SC=CN1)S(=O)(=O)C1=CC=C(C=C1)Cl)=O ((3-{[(4-chloro-benzenesulfonyl)-(4-thiazol-2-yl-benzyl)-amino]-methyl}-phenoxy)-acetic acid tert-butyl ester), Cl (HCl). Run in O1CCOCC1 (dioxane). Yields the product ClC1=CC=C(C=C1)S(=O)(=O)N(CC1=CC=C(C=C1)C=1SC=CN1)CC=1C=C(OCC(=O)O)C=CC1 ((3-{[(4-Chloro-benzenesulfonyl)-(4-thiazol-2-yl-benzyl)-amino]-methyl}-phenoxy)-acetic acid). The yield is 73.7%. RXN SMILES: C([O:5][C:6](=[O:39])[CH2:7][O:8][C:9]1[CH:14]=[CH:13][CH:12]=[C:11]([CH2:15][N:16]([S:29]([C:32]2[CH:37]=[CH:36][C:35]([Cl:38])=[CH:34][CH:33]=2)(=[O:31])=[O:30])[CH2:17][C:18]2[CH:23]=[CH:22][C:21]([C:24]3[S:25][CH:26]=[CH:27][N:28]=3)=[CH:20][CH:19]=2)[CH:10]=1)(C)(C)C.Cl>O1CCOCC1>[Cl:38][C:35]1[CH:36]=[CH:37][C:32]([S:29]([N:16]([CH2:15][C:11]2[CH:10]=[C:9]([CH:14]=[CH:13][CH:12]=2)[O:8][CH2:7][C:6]([OH:39])=[O:5])[CH2:17][C:18]2[CH:19]=[CH:20][C:21]([C:24]3[S:25][CH:26]=[CH:27][N:28]=3)=[CH:22][CH:23]=2)(=[O:31])=[O:30])=[CH:33][CH:34]=1. Reported procedure: To (3-{[(4-chloro-benzenesulfonyl)-(4-thiazol-2-yl-benzyl)-amino]-methyl}-phenoxy)-acetic acid tert-butyl ester (48 mg), of Step B, was added HCl in dioxane (4M, 3 mL) at room temperature for 24 h. The reaction was concentrated in vacuo, azeotroping with CH2Cl2 to provide the title compound (32 mg). 1H NMR (400 MHz, CDCl3) δ 8.20-6.80 (m, 11H), 6.75 (s, 1H), 6.65 (s, 1H), 6.38 (s, 1H), 4.50 (s, 2H), 4.23 (s, 2H), 4.16 (s, 2H); MS 526 (M−1). Reactants: CCO, COC12C=CC(CC1)CC2(Cl)C#N, O. Yields the product COC12C=CC(CC1)CC2=O. RXN SMILES: [CH3:15][CH2:16][OH:17].[Cl:1][C:2]1([C:12]#[N:13])[C:3]2([O:10][CH3:11])[CH:4]=[CH:5][CH:6]([CH2:7]1)[CH2:8][CH2:9]2.[OH2:14]>>[C:2]1(=[O:14])[C:3]2([O:10][CH3:11])[CH:4]=[CH:5][CH:6]([CH2:7]1)[CH2:8][CH2:9]2. The reactants are C1(=CC=CC=C1)C(=C)C1=CC=C(C(=O)N2CC3=C(CC2)C=CO3)C=C1 (6-[4-(1-phenylethenyl)benzoyl]-4,5,6,7-tetrahydrofuro[2,3-c]pyridine), N1CCCC1 (pyrrolidine), C=O (formaldehyde). Run in C(C)(=O)O (acetic acid). Reaction conditions: temperature 100 celsius, time 1 hour. Product: C1(=CC=CC=C1)C(=C)C1=CC=C(C(=O)N2CC3=C(CC2)C=C(O3)CN3CCCC3)C=C1 (6-[4-(1-phenylethenyl)benzoyl]-2-(1-pyrrolidinylmethyl)-4,5,6,7-tetrahydrofuro[2,3-c]pyridine). As a reaction SMILES: [C:1]1([C:7]([C:9]2[CH:25]=[CH:24][C:12]([C:13]([N:15]3[CH2:20][CH2:19][C:18]4[CH:21]=[CH:22][O:23][C:17]=4[CH2:16]3)=[O:14])=[CH:11][CH:10]=2)=[CH2:8])[CH:6]=[CH:5][CH:4]=[CH:3][CH:2]=1.[NH:26]1[CH2:30][CH2:29][CH2:28][CH2:27]1.[CH2:31]=O>C(O)(=O)C>[C:1]1([C:7]([C:9]2[CH:25]=[CH:24][C:12]([C:13]([N:15]3[CH2:20][CH2:19][C:18]4[CH:21]=[C:22]([CH2:31][N:26]5[CH2:30][CH2:29][CH2:28][CH2:27]5)[O:23][C:17]=4[CH2:16]3)=[O:14])=[CH:11][CH:10]=2)=[CH2:8])[CH:2]=[CH:3][CH:4]=[CH:5][CH:6]=1. Procedure: To a solution of 0.724 g (2.198 mmol) of the above 6-[4-(1-phenylethenyl)benzoyl]-4,5,6,7-tetrahydrofuro[2,3-c]pyridine in 10 ml of acetic acid, 0.28 ml (3.30 mmol) of pyrrolidine and 0.27 g (3.30 mmol) of 37% aqueous formaldehyde were added, followed by stirring at 100° C. for 1 hour. After the solvent was distilled off under reduced pressure, the residual solution was alkalified with aqueous sodium hydroxide and extracted with ethyl acetate 3 times. The combined organic layer was dried over an... The reactants are FC1=C(C=CC(=C1)F)C(CN1N=CC2=CC(=CC=C12)[N+](=O)[O-])(CN1N=CN=C1)O (2-(2,4-difluorophenyl)-1-(5-nitro-1H-indazol-1-yl)-3-(1H-1,2,4-triazol-1-yl)propan-2-ol), [H][H] (hydrogen). The reagents and catalysts are [Pd] (palladium charcoal). Solvent: CO (methanol). Conditions: time 12 hour. Product: NC=1C=C2CNN(C2=CC1)CC(CN1N=CN=C1)(O)C1=C(C=C(C=C1)F)F ((5-Amino-2H-indazol-1-yl)-2-(2,4-difluorophenyl)-3-(1H-1,2,4-triazol-1-yl)propan-2-ol). Yield: 87.0%. RXN SMILES: [F:1][C:2]1[CH:7]=[C:6]([F:8])[CH:5]=[CH:4][C:3]=1[C:9]([OH:29])([CH2:23][N:24]1[CH:28]=[N:27][CH:26]=[N:25]1)[CH2:10][N:11]1[C:19]2[C:14](=[CH:15][C:16]([N+:20]([O-])=O)=[CH:17][CH:18]=2)[CH:13]=[N:12]1.[H][H]>CO.[Pd]>[NH2:20][C:16]1[CH:15]=[C:14]2[C:19](=[CH:18][CH:17]=1)[N:11]([CH2:10][C:9]([C:3]1[CH:4]=[CH:5][C:6]([F:8])=[CH:7][C:2]=1[F:1])([OH:29])[CH2:23][N:24]1[CH:28]=[N:27][CH:26]=[N:25]1)[NH:12][CH2:13]2. Procedure details: To a solution of 2-(2,4-difluorophenyl)-1-(5-nitro-1H-indazol-1-yl)-3-(1H-1,2,4-triazol-1-yl)propan-2-ol (3.57 g, 8.92 mmol) in methanol (50 ml) was added 5% palladium charcoal (Pd/C) (0.35 g) and hydrogen gas, followed by stirring for 12 hours. The reaction solution was filtered through celite. The filtrate was concentrated through vacuum evaporation to produce the title compound. (Yield 87%). The reactants are CC(CNS(=O)(=O)C1=CC=C2C(C(=O)OC(N2)=O)=C1)C (5-[N-(2-Methylpropyl)-sulfamoyl]-isatoic anhydride), ClC1=C(C(=O)O)C=C(C=C1)S(=O)(=O)Cl (2-chloro-5-chlorosulfonylbenzoic acid). The product is ClC1=C(C(=O)O)C=C(C=C1)S(NCC(C)C)(=O)=O (2-chloro-5-[N-(2-methylpropyl)-sulfamoyl]-benzoic acid), CC(CNS(=O)(=O)C1=CC=C(C(C(=O)O)=C1)N)C (5-[N-(2-methylpropyl)-sulfamoyl]-anthranilic acid). Reaction SMILES: [CH3:1][CH:2]([CH3:20])[CH2:3][NH:4][S:5]([C:8]1[CH:19]=[C:12]2[C:13]([O:15]C(=O)[NH:17][C:11]2=[CH:10][CH:9]=1)=[O:14])(=[O:7])=[O:6].[Cl:21]C1C=CC(S(Cl)(=O)=O)=CC=1C(O)=O>>[Cl:21][C:11]1[CH:10]=[CH:9][C:8]([S:5](=[O:7])(=[O:6])[NH:4][CH2:3][CH:2]([CH3:20])[CH3:1])=[CH:19][C:12]=1[C:13]([OH:15])=[O:14].[CH3:1][CH:2]([CH3:20])[CH2:3][NH:4][S:5]([C:8]1[CH:19]=[C:12]([C:13]([OH:15])=[O:14])[C:11]([NH2:17])=[CH:10][CH:9]=1)(=[O:7])=[O:6]. Procedure: 5-[N-(2-Methylpropyl)-sulfamoyl]-isatoic anhydride, which is to be used as the starting material, can be obtained, for example, in a manner analogous to that described in Example 1, using 2-chloro-5-chlorosulfonylbenzoic acid as the starting material, the product being obtained via 2-chloro-5-[N-(2-methylpropyl)-sulfamoyl]-benzoic acid with a melting point of 163°-166° and 5-[N-(2-methylpropyl)-sulfamoyl]-anthranilic acid with a melting point of 203°-205°; the product melts at 270°-273°. The reactants are C(C)OC(C(C)(C)OC1=C(C=C(C=C1C)CN(CC1=CSC=C1)C1=C(N=C(S1)C1=CC=C(C=C1)C(F)(F)F)C)C)=O (2-[2,6-Dimethyl-4-({[4-methyl-2-(4-trifluoromethyl-phenyl)-thiazol-5-yl]-thiophen-3-ylmethyl-amino}-methyl)-phenoxy]-2-methyl-propionic acid ethyl ester), [OH-].[Na+] (NaOH). The solvent is CCO (EtOH). Yields the product CC1=C(OC(C(=O)O)(C)C)C(=CC(=C1)CN(CC1=CSC=C1)C1=C(N=C(S1)C1=CC=C(C=C1)C(F)(F)F)C)C (2-[2,6-Dimethyl-4-({[4-methyl-2-(4-trifluoromethyl-phenyl)-thiazol-5-yl]-thiophen-3-ylmethyl-amino}-methyl)-phenoxy]-2-methyl-propionic acid). Yield: 26.0%. Reaction SMILES: C([O:3][C:4](=[O:41])[C:5]([O:8][C:9]1[C:14]([CH3:15])=[CH:13][C:12]([CH2:16][N:17]([C:24]2[S:28][C:27]([C:29]3[CH:34]=[CH:33][C:32]([C:35]([F:38])([F:37])[F:36])=[CH:31][CH:30]=3)=[N:26][C:25]=2[CH3:39])[CH2:18][C:19]2[CH:23]=[CH:22][S:21][CH:20]=2)=[CH:11][C:10]=1[CH3:40])([CH3:7])[CH3:6])C.[OH-].[Na+]>CCO>[CH3:15][C:14]1[CH:13]=[C:12]([CH2:16][N:17]([C:24]2[S:28][C:27]([C:29]3[CH:30]=[CH:31][C:32]([C:35]([F:36])([F:37])[F:38])=[CH:33][CH:34]=3)=[N:26][C:25]=2[CH3:39])[CH2:18][C:19]2[CH:23]=[CH:22][S:21][CH:20]=2)[CH:11]=[C:10]([CH3:40])[C:9]=1[O:8][C:5]([CH3:7])([CH3:6])[C:4]([OH:41])=[O:3] |f:1.2|. Procedure: To a solution of example 1 (300 mg, 0.5 mmol) in EtOH was added a 1N NaOH solution and the mixture was stirred to reflux for 1 hour and then the solvant was evaporated off. The residue was acidified with a 1N HCl solution and the precipitate was purified by flash chromatography using DCW/MeOH (90/10), to give the title compound (75 mg, 0.13 mmol) as crystals. The reactants are C1(=CC=C(C=C1)C(=O)Cl)C (p-toluoyl chloride), [Cl-].[Al+3].[Cl-].[Cl-] (aluminum chloride), C(=O)[O-].[NH4+] (ammonium formate), C(=O)N (formamide), [N+](=O)([O-])C1=CC=CC=C1 (nitrobenzene), aqueous phase. The solvent is ClC(C)Cl (dichloroethane), C(=O)O (formic acid). Run at time 40 minute. The product is C(=O)N(C(C1=CC=CC=C1)C1=CC=CC=C1)C (N-formyl methylbenzhydrylamine). As a reaction SMILES: [C:1]1([CH3:10])[CH:6]=[CH:5][C:4](C(Cl)=O)=[CH:3][CH:2]=1.[Cl-].[Al+3].[Cl-].[Cl-].[CH:15]([O-:17])=O.[NH4+].[CH:19]([NH2:21])=O.[N+]([C:25]1[CH:30]=[CH:29][CH:28]=[CH:27][CH:26]=1)([O-])=O>ClC(Cl)C.C(O)=O>[CH:15]([N:21]([CH3:19])[CH:10]([C:1]1[CH:2]=[CH:3][CH:4]=[CH:5][CH:6]=1)[C:25]1[CH:30]=[CH:29][CH:28]=[CH:27][CH:26]=1)=[O:17] |f:1.2.3.4,5.6|. Procedure: 15.5 g of p-toluoyl chloride and 13.3 g of aluminum chloride were mixed in 250 ml of dichloroethane in a dropping funnel. The solution was added dropwise to the cooled, stirred suspension of the resin beads over a period of about 40 min., care being taken not to allow the reaction to warm up above 5° C. The stirring was continued for 4 hours at room temperature when the resin was washed sequentially with isopropanol, isopropanol-water (1:1 mixture), isopropanol and dried to give 53.8 g of p-tolu... Starting materials: solution, C(CCC)[Li] (n-butyllithium), C1(CC1)C(=O)OC(C)(C)C (tert-butyl cyclopropanecarboxylate), BrC=1C=C(C=O)C=CC1Cl (3-bromo-4-chlorobenzaldehyde), C(C)(C)NC(C)C (diisopropylamine), [Cl-].[NH4+] (ammonium chloride). RXN SMILES: C([Li])CCC.C(NC(C)C)(C)C.[CH:13]1([C:16]([O:18][C:19]([CH3:22])([CH3:21])[CH3:20])=[O:17])[CH2:15][CH2:14]1.[Br:23][C:24]1[CH:25]=[C:26]([CH:29]=[CH:30][C:31]=1[Cl:32])[CH:27]=[O:28].[Cl-].[NH4+]>CCCCCC.C1COCC1>[Br:23][C:24]1[CH:25]=[C:26]([CH:27]([OH:28])[C:13]2([C:16]([O:18][C:19]([CH3:22])([CH3:21])[CH3:20])=[O:17])[CH2:15][CH2:14]2)[CH:29]=[CH:30][C:31]=1[Cl:32] |f:4.5|. Run at temperature -78 celsius, time 30 minute. Product: BrC=1C=C(C=CC1Cl)C(C1(CC1)C(=O)OC(C)(C)C)O ((+/−)-tert-Butyl 1-[(3-bromo-4-chlorophenyl)(hydroxy)methyl]cyclopropanecarboxylate). Procedure: 42.2 ml (105.5 mmol) of a 2.5 M solution of n-butyllithium in hexane were added dropwise to a solution, cooled to from −20° C. to −30° C., of 14.8 ml (105.5 mmol) of diisopropylamine in 60 ml of abs. THF. After the addition had ended, the mixture was stirred at from −20° C. to −30° C. for another 30 min. The mixture was then cooled to −78° C., and a solution of 12.0 g (84.4 mmol) of tert-butyl cyclopropanecarboxylate in 60 ml of abs. THF was added dropwise at this temperature. After 4 h at −78° ... Run in CCCCCC (hexane), C1CCOC1 (THF), C1CCOC1 (THF), C1CCOC1 (THF).